Dataset: the Open Reaction Database (ORD), a public repository of structured organic reaction records. Task: describe an organic reaction: reactants, conditions, products, and yield Starting materials: CCNCC, C=CCOc1cc(OS(=O)(=O)C(F)(F)F)c(C)c(C(=O)OC)c1C(=O)OC, Cc1ccccc1. Yields the product COC(=O)c1c(O)cc(OS(=O)(=O)C(F)(F)F)c(C)c1C(=O)OC. RXN SMILES: [CH2:28]([NH:29][CH2:30][CH3:31])[CH3:32].[CH3:1][O:2][C:3]([c:4]1[c:5]([C:6](=[O:7])[O:8][CH3:9])[c:10]([CH3:26])[c:11]([O:18][S:19](=[O:20])(=[O:21])[C:22]([F:23])([F:24])[F:25])[cH:12][c:13]1[O:14][CH2:15][CH:16]=[CH2:17])=[O:27].[CH3:33][c:34]1[cH:35][cH:36][cH:37][cH:38][cH:39]1>>[CH3:1][O:2][C:3]([c:4]1[c:5]([C:6](=[O:7])[O:8][CH3:9])[c:10]([CH3:26])[c:11]([O:18][S:19](=[O:20])(=[O:21])[C:22]([F:23])([F:24])[F:25])[cH:12][c:13]1[OH:14])=[O:27]. The product is Cc1c(C(F)(F)F)nn(C)c1OCC(F)(F)F. Reactants: O=C([O-])[O-], Cc1c(C(F)(F)F)nn(C)c1O, CN(C)C=O, O=S(=O)(OCC(F)(F)F)C(F)(F)F, [K+], [K+], O. RXN SMILES: [C:13](=[O:14])([O-:15])[O-:16].[CH3:1][n:2]1[n:3][c:4]([C:9]([F:10])([F:11])[F:12])[c:5]([CH3:8])[c:6]1[OH:7].[CH3:33][N:34]([CH3:35])[CH:36]=[O:37].[F:19][C:20]([F:21])([F:22])[S:23]([O:24][CH2:25][C:26]([F:27])([F:28])[F:29])(=[O:30])=[O:31].[K+:17].[K+:18].[OH2:32]>>[CH3:1][n:2]1[n:3][c:4]([C:9]([F:10])([F:11])[F:12])[c:5]([CH3:8])[c:6]1[O:7][CH2:25][C:26]([F:27])([F:28])[F:29]. The reactants are ClC=1C=C(CNC2=NC(=NC=C2C(=O)NCCN2CCNCC2)N2CC3(CC3)CC2)C=CC1OC (4-((3-chloro-4-methoxybenzyl)amino)-N-(2-(piperazin-1-yl)ethyl)-2-(5-azaspiro[2.4]heptan-5-yl)pyrimidine-5-formamide), C=O (Formalin), [BH4-].[Na+] (Sodium borohydride). Run in CO (methanol). Run at time 1 hour. The product is ClC=1C=C(CNC2=NC(=NC=C2C(=O)NCCN2CCN(CC2)C)N2CC3(CC3)CC2)C=CC1OC (4-((3-chloro-4-methoxybenzyl)amino)-N-(2-(4-methylpiperazin-1-yl)ethyl)-2-(5-azaspiro[2.4]heptan-5-yl)pyrimidine-5-formamide). The yield is 65.4%. RXN SMILES: [Cl:1][C:2]1[CH:3]=[C:4]([CH:31]=[CH:32][C:33]=1[O:34][CH3:35])[CH2:5][NH:6][C:7]1[C:12]([C:13]([NH:15][CH2:16][CH2:17][N:18]2[CH2:23][CH2:22][NH:21][CH2:20][CH2:19]2)=[O:14])=[CH:11][N:10]=[C:9]([N:24]2[CH2:30][CH2:29][C:26]3([CH2:28][CH2:27]3)[CH2:25]2)[N:8]=1.[CH2:36]=O.[BH4-].[Na+]>CO>[Cl:1][C:2]1[CH:3]=[C:4]([CH:31]=[CH:32][C:33]=1[O:34][CH3:35])[CH2:5][NH:6][C:7]1[C:12]([C:13]([NH:15][CH2:16][CH2:17][N:18]2[CH2:19][CH2:20][N:21]([CH3:36])[CH2:22][CH2:23]2)=[O:14])=[CH:11][N:10]=[C:9]([N:24]2[CH2:30][CH2:29][C:26]3([CH2:27][CH2:28]3)[CH2:25]2)[N:8]=1 |f:2.3|. Reported procedure: In methanol (20 mL) was dissolved 4-((3-chloro-4-methoxybenzyl)amino)-N-(2-(piperazin-1-yl)ethyl)-2-(5-azaspiro[2.4]heptan-5-yl)pyrimidine-5-formamide (250 mg, 0.5 mmol). Formalin (37%, 61 mg, 0.75 mmol) was added. The reaction was conducted at 0° C. for 1 h. Sodium borohydride (38 mg, 1.0 mmol) was added at 0° C. The reaction was continued for 2 h, then quenched with water. The reaction mixture was filtrated, dried and concentrated to give 4-((3-chloro-4-methoxybenzyl)amino)-N-(2-(4-methylpiper... Reactants: O (water), C([O-])([O-])=O.[K+].[K+] (Potassium carbonate), ClCC1=CSC=C1 (3-chloromethylthiophene), FC=1C=C(C#N)C=CC1N1C(N(C=2C=NC=3C=C(C(=CC3C21)O)OC)C)=O (3-Fluoro-4-(8-hydroxy-7-methoxy-3-methyl-2-oxo-2,3-dihydroimidazo[4,5-c]quinolin-1-yl)benzonitrile). Solvent: CN(C=O)C (N,N-dimethylformamide). Reaction conditions: temperature 50 celsius, time 8 hour. Yields the product FC=1C=C(C#N)C=CC1N1C(N(C=2C=NC=3C=C(C(=CC3C21)OCC2=CSC=C2)OC)C)=O (3-fluoro-4-(7-methoxy-3-methyl-2-oxo-8-(thiophen-3-ylmethoxy)-2,3-dihydroimidazo[4,5-c]quinolin-1-yl)benzonitrile). The yield is 63.2%. As a reaction SMILES: [F:1][C:2]1[CH:3]=[C:4]([CH:7]=[CH:8][C:9]=1[N:10]1[C:22]2[C:21]3[CH:20]=[C:19]([OH:23])[C:18]([O:24][CH3:25])=[CH:17][C:16]=3[N:15]=[CH:14][C:13]=2[N:12]([CH3:26])[C:11]1=[O:27])[C:5]#[N:6].C(=O)([O-])[O-].[K+].[K+].Cl[CH2:35][C:36]1[CH:40]=[CH:39][S:38][CH:37]=1.O>CN(C)C=O>[F:1][C:2]1[CH:3]=[C:4]([CH:7]=[CH:8][C:9]=1[N:10]1[C:22]2[C:21]3[CH:20]=[C:19]([O:23][CH2:35][C:36]4[CH:40]=[CH:39][S:38][CH:37]=4)[C:18]([O:24][CH3:25])=[CH:17][C:16]=3[N:15]=[CH:14][C:13]=2[N:12]([CH3:26])[C:11]1=[O:27])[C:5]#[N:6] |f:1.2.3|. Procedure details: 3-Fluoro-4-(8-hydroxy-7-methoxy-3-methyl-2-oxo-2,3-dihydroimidazo[4,5-c]quinolin-1-yl)benzonitrile (80 mg, 220 μmol) was dissolved in N,N-dimethylformamide (4.0 ml) under a dry argon atmosphere. Potassium carbonate (85 mg, 618 μmol) and 3-chloromethylthiophene (112 mg, 845 μmol; prepared from 3-thiophenemethanol using SOCl2 in CH2Cl2) were subsequently added. The reaction mixture was stirred at 50° C. for 18 h overnight. When the reaction was complete, the mixture was poured into water (60 ml), ... Starting materials: C(=O)[O-].[NH4+] (ammonium formate), COC=1C=C2C=CC(=CC2=CC1)CCCCC(C=CC=1C=NC=CC1)=O (5-(6-methoxy-2-naphthyl)ethyl-1-(3-pyridyl)-1-penten-3-one). Reagents/catalysts: [Pd] (palladium on charcoal). The solvent is C(C)O (ethanol). The product is COC=1C=C2C=CC(=CC2=CC1)CCCCC(CCC=1C=NC=CC1)=O (5-(6methoxy-2-naphthyl)ethyl-1-(3-pyridyl)-3-pentanone). Isolated yield 42.6%. RXN SMILES: C([O-])=O.[NH4+].[CH3:5][O:6][C:7]1[CH:8]=[C:9]2[C:14](=[CH:15][CH:16]=1)[CH:13]=[C:12]([CH2:17][CH2:18][CH2:19][CH2:20][C:21](=[O:30])[CH:22]=[CH:23][C:24]1[CH:25]=[N:26][CH:27]=[CH:28][CH:29]=1)[CH:11]=[CH:10]2>[Pd].C(O)C>[CH3:5][O:6][C:7]1[CH:8]=[C:9]2[C:14](=[CH:15][CH:16]=1)[CH:13]=[C:12]([CH2:17][CH2:18][CH2:19][CH2:20][C:21](=[O:30])[CH2:22][CH2:23][C:24]1[CH:25]=[N:26][CH:27]=[CH:28][CH:29]=1)[CH:11]=[CH:10]2 |f:0.1|. Reported procedure: A mixture of ammonium formate (2.0 g), palladium on charcoal (10%; 0.5 g) and 5-(6-methoxy-2-naphthyl)ethyl-1-(3-pyridyl)-1-penten-3-one (0.7 g) in ethanol (50 ml) was heated at reflux for 5 minutes. The reaction mixture was then filtered through Celite and concentrated under reduced pressure. The residue was purified by column chromatography over silica eluting with ethyl acetate:dichloromethane (1:5) to give 5-(6methoxy-2-naphthyl)ethyl-1-(3-pyridyl)-3-pentanone (0.3 g). The latter (0.2 g) was... Reactants: C(=O)(C(F)(F)F)O (TFA), C(C)(=O)Cl (acetyl chloride), BrC1=CC=C(C=C1)CC(=O)C1=CC=C(C=C1)CC (2-(4-bromophenyl)-1-(4-ethylphenyl) ethanone). Product: BrC1=CC=C(C=C1)\C=C(\C1=CC=C(C=C1)CC)/Cl (1-bromo-4-[(Z)-2-chloro-2- (4-ethylphenyl) vinyl] benzene). Isolated yield 92.0%. Reaction SMILES: C(O)(C(F)(F)F)=O.C([Cl:11])(=O)C.[Br:12][C:13]1[CH:18]=[CH:17][C:16]([CH2:19][C:20]([C:22]2[CH:27]=[CH:26][C:25]([CH2:28][CH3:29])=[CH:24][CH:23]=2)=O)=[CH:15][CH:14]=1>>[Br:12][C:13]1[CH:18]=[CH:17][C:16](/[CH:19]=[C:20](\[Cl:11])/[C:22]2[CH:27]=[CH:26][C:25]([CH2:28][CH3:29])=[CH:24][CH:23]=2)=[CH:15][CH:14]=1. Procedure details: In a 100 mL flask, TFA (24.7 mL; 322.8 mmol) and acetyl chloride (18.34 mL; 258.23 rnmol) were added in one portion into 2-(4-bromophenyl)-1-(4-ethylphenyl) ethanone (Vc) (9.787 g; 32.28 mmol) at RT. Protocol and work-up was then similar with -those-described above. The title compoumd (m=9.60 g) was obtained in a 92% yield. Melting point: 75° C. The reactants are ON=C(C1=CN=CC=C1)N (N′-hydroxynicotinimidamide), N1=NC=C(C=C1)C(=O)O (pyridazine-4-carboxylic acid), N (NH3). Product: N1=NC=C(C=C1)C1=NC(=NO1)C=1C=NC=CC1 (5-(Pyridazin-4-yl)-3-(pyridin-3-yl)-1,2,4-oxadiazole). Reaction SMILES: [OH:1][N:2]=[C:3]([NH2:10])[C:4]1[CH:9]=[CH:8][CH:7]=[N:6][CH:5]=1.[N:11]1[CH:16]=[CH:15][C:14]([C:17](O)=O)=[CH:13][N:12]=1.N>>[N:11]1[CH:16]=[CH:15][C:14]([C:17]2[O:1][N:2]=[C:3]([C:4]3[CH:5]=[N:6][CH:7]=[CH:8][CH:9]=3)[N:10]=2)=[CH:13][N:12]=1. Procedure: The titled compound was prepared according to the procedure of Method C using N′-hydroxynicotinimidamide (Aldrich) and pyridazine-4-carboxylic acid (Aldrich). 1H NMR (300 MHz, CD3OD) δ 7.67 (ddd, J=8.1, 5.0, 0.8 Hz, 1 H), 8.45 (dd, J=5.4, 2.4 Hz, 1 H), 8.60 (dt, J=8.1, 1.9 Hz, 1 H), 8.78 (dd, J=5.1, 1.7 Hz, 1 H), 9.34 (dd, J=2.2, 0.8 Hz, 1 H), 9.55 (dd, J=5.4, 1.4 Hz, 1 H), 9.94 (dd, J=2.2, 1.2 Hz, 1 H) ppm; MS (DCI/NH3) m/z=226 (M+H)+.